Dataset: the Open Reaction Database (ORD), a public repository of structured organic reaction records. Task: describe an organic reaction: reactants, conditions, products, and yield The reactants are Nc1ccc(Br)cc1F, CN1CCCC1=O, N#C[Cu], [Cu]. Yields the product N#Cc1ccc(N)c(F)c1. As a reaction SMILES: [Br:1][c:2]1[cH:3][c:4]([F:9])[c:5]([NH2:6])[cH:7][cH:8]1.[CH3:13][N:14]1[CH2:15][CH2:16][CH2:17][C:18]1=[O:19].[Cu:10][C:11]#[N:12].[Cu:20]>>[c:2]1([C:11]#[N:12])[cH:3][c:4]([F:9])[c:5]([NH2:6])[cH:7][cH:8]1. Product: CC(=O)N1CCc2c(c(-c3ccc(C(F)(F)F)cc3)nn2CC(CN2CCN(c3ccccc3C)CC2)NCCN2CCNCC2)C1. Reaction SMILES: [C:1]([CH3:2])(=[O:3])[N:4]1[CH2:5][c:6]2[c:7]([n:10]([CH2:23][C:24]([CH2:25][N:26]3[CH2:27][CH2:28][N:29]([c:32]4[c:33]([CH3:38])[cH:34][cH:35][cH:36][cH:37]4)[CH2:30][CH2:31]3)=[O:39])[n:11][c:12]2-[c:13]2[cH:14][cH:15][c:16]([C:19]([F:20])([F:21])[F:22])[cH:17][cH:18]2)[CH2:8][CH2:9]1.[C:53]([O:54][BH-:55]([O:56][C:57](=[O:58])[CH3:59])[O:60][C:61](=[O:62])[CH3:63])(=[O:64])[CH3:65].[CH3:49][C:50](=[O:51])[OH:52].[CH3:71][OH:72].[Cl:67][CH2:68][CH2:69][Cl:70].[Cl:73][CH2:74][Cl:75].[NH2:40][CH2:41][CH2:42][N:43]1[CH2:44][CH2:45][NH:46][CH2:47][CH2:48]1.[Na+:66]>>[C:1]([CH3:2])(=[O:3])[N:4]1[CH2:5][c:6]2[c:7]([n:10]([CH2:23][CH:24]([CH2:25][N:26]3[CH2:27][CH2:28][N:29]([c:32]4[c:33]([CH3:38])[cH:34][cH:35][cH:36][cH:37]4)[CH2:30][CH2:31]3)[NH:40][CH2:41][CH2:42][N:43]3[CH2:44][CH2:45][NH:46][CH2:47][CH2:48]3)[n:11][c:12]2-[c:13]2[cH:14][cH:15][c:16]([C:19]([F:20])([F:21])[F:22])[cH:17][cH:18]2)[CH2:8][CH2:9]1. Starting materials: CC(=O)N1CCc2c(c(-c3ccc(C(F)(F)F)cc3)nn2CC(=O)CN2CCN(c3ccccc3C)CC2)C1, CC(=O)O[BH-](OC(C)=O)OC(C)=O, CC(=O)O, CO, ClCCCl, ClCCl, NCCN1CCNCC1, [Na+]. Reactants: CI, COC(=O)c1n[nH]c2ccccc12, CN(C)C=O, [H-], [H][H], [Na+]. The product is COC(=O)c1nn(C)c2ccccc12. RXN SMILES: [CH3:18][I:19].[CH3:1][O:2][C:3](=[O:4])[c:5]1[n:6][nH:7][c:8]2[cH:9][cH:10][cH:11][cH:12][c:13]12.[CH3:20][N:21]([CH3:22])[CH:23]=[O:24].[H-:14].[H:16][H:17].[Na+:15]>>[CH3:1][O:2][C:3](=[O:4])[c:5]1[n:6][n:7]([CH3:18])[c:8]2[cH:9][cH:10][cH:11][cH:12][c:13]12. The reactants are ClC1=C(CN2C[C@@H]([C@H](C2)C2=CSC=C2)CN2CCC(CC2)CC(CC2=CC=CC=C2)OC([C@@H](C)C2=CC=CC=C2)=O)C=CC(=C1)Cl (1-(2,4-dichlorobenzyl)-3-(S)-(4-(3-phenyl-2-((S)-2-phenylpropionyl)oxypropyl)piperidinylmethyl)-4-(S)-(3-thienyl)pyrrolidine). Solvent: C(Cl)(Cl)Cl (CHCl3). Yields the product ClC1=C(CN2C[C@@H]([C@H](C2)C2=CSC=C2)CN2CCC(CC2)CC(CC2=CC=CC=C2)O)C=CC(=C1)Cl (1-(2,4-Dichlorobenzyl)-3-(S)-(4-(3-phenyl-2-hydroxypropyl)piperidinylmethyl)-4-(S)-(3-thienyl)pyrrolidine). RXN SMILES: [Cl:1][C:2]1[CH:45]=[C:44]([Cl:46])[CH:43]=[CH:42][C:3]=1[CH2:4][N:5]1[CH2:9][C@H:8]([C:10]2[CH:14]=[CH:13][S:12][CH:11]=2)[C@@H:7]([CH2:15][N:16]2[CH2:21][CH2:20][CH:19]([CH2:22][CH:23]([O:31]C(=O)[C@H](C3C=CC=CC=3)C)[CH2:24][C:25]3[CH:30]=[CH:29][CH:28]=[CH:27][CH:26]=3)[CH2:18][CH2:17]2)[CH2:6]1>C(Cl)(Cl)Cl>[Cl:1][C:2]1[CH:45]=[C:44]([Cl:46])[CH:43]=[CH:42][C:3]=1[CH2:4][N:5]1[CH2:9][C@H:8]([C:10]2[CH:14]=[CH:13][S:12][CH:11]=2)[C@@H:7]([CH2:15][N:16]2[CH2:17][CH2:18][CH:19]([CH2:22][CH:23]([OH:31])[CH2:24][C:25]3[CH:30]=[CH:29][CH:28]=[CH:27][CH:26]=3)[CH2:20][CH2:21]2)[CH2:6]1. Reported procedure: The title compound was prepared from 1-(2,4-dichlorobenzyl)-3-(S)-(4-(3-phenyl-2-((S)-2-phenylpropionyl)oxypropyl)piperidinylmethyl)-4-(S)-(3-thienyl)pyrrolidine (isomer 2) according to procedures described in Step 2a. Mass Spectrum (ESI) m/e=543 (M+1 35Cl, 35Cl), 545 (M+1 35Cl, 37Cl), and 547 (M+1 37Cl, 37Cl). [α]D=+16.0 (c=2.0, CHCl3). The reactants are ClC=1CC(N=NC1)=O (5-chloropyridazin-3(4H)-one), CC1(OB(OC1(C)C)C1=CC=C(C=C1)C(C(=O)OCC)C)C (ethyl 2-[4-(4,4,5,5-tetramethyl-1,3,2-dioxaborolan-2-yl)phenyl]propanoate). Product: O=C1C=C(C=NN1)C1=CC=C(C=C1)C(C(=O)OCC)C (ethyl 2-[4-(6-oxo-1,6-dihydropyridazin-4-yl)phenyl]propanoate). Reaction SMILES: Cl[C:2]1[CH2:3][C:4](=[O:8])[N:5]=[N:6][CH:7]=1.CC1(C)C(C)(C)OB([C:17]2[CH:22]=[CH:21][C:20]([CH:23]([CH3:29])[C:24]([O:26][CH2:27][CH3:28])=[O:25])=[CH:19][CH:18]=2)O1>>[O:8]=[C:4]1[NH:5][N:6]=[CH:7][C:2]([C:17]2[CH:22]=[CH:21][C:20]([CH:23]([CH3:29])[C:24]([O:26][CH2:27][CH3:28])=[O:25])=[CH:19][CH:18]=2)=[CH:3]1. Procedure: This compound was prepared by using procedure analogous to those described for the synthesis of Example 94, Step 1 starting from 5-chloropyridazin-3(4H)-one and ethyl 2-[4-(4,4,5,5-tetramethyl-1,3,2-dioxaborolan-2-yl)phenyl]propanoate (Example 14, Step 2). LCMS (M+H)+: m/z=273.1 Starting materials: NC=1N=CN(C1C(=O)N)CC1=CC=CC=C1 (4-amino-1-benzyl-5-imidazolecarboxamide), C(C)(C)(C)OC(=O)N(C)C=1C=C(C(=O)O)C=CC1 (3-(N-t-butyloxycarbonyl-N-methylamino)benzoic acid), Cl.N1=CC(=CC=C1)CC(=O)O (3-pyridylacetic acid hydrochloride). As a reaction SMILES: [NH2:1][C:2]1[N:3]=[CH:4][N:5]([CH2:10][C:11]2[CH:16]=[CH:15][CH:14]=[CH:13][CH:12]=2)[C:6]=1[C:7]([NH2:9])=[O:8].[C:17]([O:21][C:22]([N:24]([C:26]1[CH:27]=[C:28]([CH:32]=[CH:33][CH:34]=1)[C:29](O)=[O:30])[CH3:25])=[O:23])([CH3:20])([CH3:19])[CH3:18].Cl.N1C=CC=C(CC(O)=O)C=1>>[CH2:10]([N:5]1[C:6]([C:7]([NH2:9])=[O:8])=[C:2]([NH:1][C:29](=[O:30])[C:28]2[CH:32]=[CH:33][CH:34]=[C:26]([N:24]([C:22]([O:21][C:17]([CH3:19])([CH3:18])[CH3:20])=[O:23])[CH3:25])[CH:27]=2)[N:3]=[CH:4]1)[C:11]1[CH:16]=[CH:15][CH:14]=[CH:13][CH:12]=1 |f:2.3|. The yield is 81.0%. Yields the product C(C1=CC=CC=C1)N1C=NC(=C1C(=O)N)NC(C1=CC(=CC=C1)N(C)C(=O)OC(C)(C)C)=O (1-benzyl-4-(3-(N-t-butyloxycarbonyl-N-methylamino)benzoylamino)-5-imidazole carboxamide). Reported procedure: An amidation reaction and post-treatment were carried out under the same conditions as in Example 17, using 0.65 g (3.0 mmol) of 4-amino-1-benzyl-5-imidazolecarboxamide which was prepared in the same manner as in Reference Example 2 and 3-(N-t-butyloxycarbonyl-N-methylamino)benzoic acid, instead of 3-pyridylacetic acid hydrochloride, to obtain 1.09 g of 1-benzyl-4-(3-(N-t-butyloxycarbonyl-N-methylamino)benzoylamino)-5-imidazole carboxamide (yield 81%).